Dataset: the Open Reaction Database (ORD), a public repository of structured organic reaction records. Task: describe an organic reaction: reactants, conditions, products, and yield Starting materials: C(=O)([O-])C(O)C(O)C(=O)[O-].[K+].[Na+] (sodium potassium tartrate), ClC1=CC=CC=C1 (Chlorobenzene), C1(=CC=C(C=C1)[Mg]Br)C (p-tolylmagnesium bromide), CoF2.4H2O, [Cl-].C(C)(C)C1=C(C(=CC=C1)C(C)C)[NH+]1CN(CC1)C1=C(C=CC=C1C(C)C)C(C)C (1,3-bis(2,6-diisopropylphenyl)imidazolinium chloride). Solvent: C1CCOC1 (THF). Product: CCCCCCCCCCC (undecane). Isolated yield 50.0%. As a reaction SMILES: Cl[C:2]1[CH:7]=[CH:6][CH:5]=[CH:4][CH:3]=1.[C:8]1(C)[CH:13]=[CH:12]C([Mg]Br)=[CH:10][CH:9]=1.[Cl-].C(C1C=CC=C(C(C)C)C=1[NH+]1CCN(C2C(C(C)C)=CC=CC=2C(C)C)C1)(C)C.C(C(C(C([O-])=O)O)O)([O-])=O.[K+].[Na+]>C1COCC1>[CH3:10][CH2:9][CH2:8][CH2:13][CH2:12][CH2:3][CH2:4][CH2:5][CH2:6][CH2:7][CH3:2] |f:2.3,4.5.6|. Reported procedure: Chlorobenzene (45.0 mg, 0.4 mmol) and a THF solution of p-tolylmagnesium bromide (0.98 mL, 1.02 M, 1.0 mmol) was added to CoF2.4H2O (3.38 mg, 0.02 mmol), and 1,3-bis(2,6-diisopropylphenyl)imidazolinium chloride (25.6 mg, 0.06 mmol) at 0° C. under argon atmosphere. The mixture was reacted at 60° C. for 24 hours. After cooled to the ambient temperature, 1.0 mL of saturated sodium potassium tartrate aqueous solution was added to the reaction mixture. The water layer was extracted five times using E... Reactants: C[Mg+], [Cl-], C1CCOC1, CC(C)(C)OC(=O)NC1CCC(=O)CC1. Yields the product CC1(O)CCC(NC(=O)OC(C)(C)C)CC1. Reaction SMILES: [CH3:2][Mg+:3].[Cl-:1].[O:19]1[CH2:20][CH2:21][CH2:22][CH2:23]1.[O:4]=[C:5]1[CH2:6][CH2:7][CH:8]([NH:11][C:12]([O:13][C:14]([CH3:15])([CH3:16])[CH3:17])=[O:18])[CH2:9][CH2:10]1>>[CH3:2][C:5]1([OH:4])[CH2:6][CH2:7][CH:8]([NH:11][C:12]([O:13][C:14]([CH3:15])([CH3:16])[CH3:17])=[O:18])[CH2:9][CH2:10]1. The reactants are CN(C)C=O (DMF), ClCC(=O)OCC (ethyl chloroacetate), [Se-2].[Na+].[Na+] (sodium selenide), CN(C)C=O (DMF), CSC(=C(C#N)C#N)SC (2-[bis(methylsulfanyl)methylene]malononitrile), CCC(C)N1C(=O)C(=C(NC1=O)C)Br (Borea), C[O-].[Na+] (sodium methoxide). Solvent: O (water), CO (methanol). Run at temperature 75 celsius, time 2 hour. The product is NC1=C([Se]C(=C1C#N)C)C(=S)OCC (Ethyl 3-amino-4-cyano-5-methylthioselenophene-2-carboxylate). The yield is 21.0%. RXN SMILES: [Se-2:1].[Na+].[Na+].CSC([S:12][CH3:13])=C(C#N)C#N.CCC([N:18]1C(=O)[NH:23][C:22]([CH3:26])=[C:21](Br)[C:19]1=O)C.ClCC(O[CH2:33][CH3:34])=O.[CH3:35][O-].[Na+].CN([CH:41]=[O:42])C>CO.O>[NH2:23][C:22]1[C:21]([C:19]#[N:18])=[C:33]([CH3:34])[Se:1][C:26]=1[C:13]([O:42][CH2:41][CH3:35])=[S:12] |f:0.1.2,6.7|. Procedure details: To a suspension of sodium selenide (4.6 g, 37.5 mmol) in DMF (37 mL) was added a solution of 2-[bis(methylsulfanyl)methylene]malononitrile (6.37 g, 37.5 mmol; Baraldi, P. G.; Fruttarolo, F.; Tabrizi, M. A.; Preti, D.; Romagnoli, R.; El-Kashef, H.; Moorman, A.; Varani, K.; Gessi, S.; Merighi, S.; Borea, P. A. J. Med. Chem., 2003, 46, 1229-1241; Thomae, D.; Perspicace, E.; Henryon, D.; Xu, Z.; Schneider, S.; Hesse, S.; Kirsch, G.; Seck, P. Tetrahedron, 2009, 65, 10453-10458) in DMF (18 mL) at rt f... The product is C(C)C1=C(OC2=C(C=CC=C2C1=O)N1CCN(CC1)C)C(=O)O (Ethyl-8-(4-Methyl-piperazin-1-yl)-4-oxo-4H-chromene-2-carboxylic acid). Procedure: Ethyl 8-bromo-4-oxo-4H-chromene-2-carboxylate as prepared in Reference Example 1c (Davies, Stephen et al., J. Chem. Soc. Perkin Trans I p 2597, 1987) (3.0 g, 10.1 mmol) was azeotroped with anhydrous toluene then the white solid was dissolved in 100 mL anhydrous toluene and transferred to the reaction vessel. The mixture was subjected to vacuum/argon (×2) and the following were added in order (positive argon pressure): N-methylpiperazine (1.3 ml, 11.1 mmol), 2,2′-bis(diphenylphosphino)-1,1′-binap... Conditions: temperature 80 celsius. Reactants: BrC=1C=CC=C2C(C=C(OC12)C(=O)OCC)=O (Ethyl 8-bromo-4-oxo-4H-chromene-2-carboxylate), C([O-])([O-])=O.[Cs+].[Cs+] (cesium carbonate), CN1CCNCC1 (N-methylpiperazine), C1(=CC=CC=C1)P(C1=C(C2=CC=CC=C2C=C1)C1=C(C=CC2=CC=CC=C12)P(C1=CC=CC=C1)C1=CC=CC=C1)C1=CC=CC=C1 (2,2′-bis(diphenylphosphino)-1,1′-binaphthyl). As a reaction SMILES: Br[C:2]1[CH:3]=[CH:4][CH:5]=[C:6]2[C:11]=1[O:10][C:9]([C:12]([O:14]CC)=[O:13])=[CH:8][C:7]2=[O:17].[CH3:18][N:19]1[CH2:24][CH2:23][NH:22][CH2:21][CH2:20]1.[C:25]1(P(C2C=CC=CC=2)C2C=CC3C(=CC=CC=3)C=2C2C3C(=CC=CC=3)C=CC=2P(C2C=CC=CC=2)C2C=CC=CC=2)C=CC=C[CH:26]=1.C(=O)([O-])[O-].[Cs+].[Cs+]>C1C=CC(/C=C/C(/C=C/C2C=CC=CC=2)=O)=CC=1.C1C=CC(/C=C/C(/C=C/C2C=CC=CC=2)=O)=CC=1.C1C=CC(/C=C/C(/C=C/C2C=CC=CC=2)=O)=CC=1.[Pd].[Pd]>[CH2:25]([C:8]1[C:7](=[O:17])[C:6]2[C:11](=[C:2]([N:22]3[CH2:23][CH2:24][N:19]([CH3:18])[CH2:20][CH2:21]3)[CH:3]=[CH:4][CH:5]=2)[O:10][C:9]=1[C:12]([OH:14])=[O:13])[CH3:26] |f:3.4.5,6.7.8.9.10|. Reagents/catalysts: C=1C=CC(=CC1)/C=C/C(=O)/C=C/C2=CC=CC=C2.C=1C=CC(=CC1)/C=C/C(=O)/C=C/C2=CC=CC=C2.C=1C=CC(=CC1)/C=C/C(=O)/C=C/C2=CC=CC=C2.[Pd].[Pd] (tris(dibenzylideneacetone)dipalladium(0)). The reactants are Br (HBr), Br (HBr), Br (HBr), BrCCCC(C(=O)OC)(F)F (Methyl 5-bromo-2,2-difluoropentanoate), compound, CCOCC (Et2O). Solvent: O (H2O). Reaction conditions: time 5 hour. Product: BrCCCC(C(=O)O)(F)F (5-Bromo-2,2-difluoropentanoic acid). As a reaction SMILES: Br.[Br:2][CH2:3][CH2:4][CH2:5][C:6]([F:12])([F:11])[C:7]([O:9]C)=[O:8].CCOCC>O>[Br:2][CH2:3][CH2:4][CH2:5][C:6]([F:12])([F:11])[C:7]([OH:9])=[O:8]. Reported procedure: HBr gas was introduced into 48% HBr in H2O (100 ml) with occasional cooling in an ice bath until the weight became 180 g. The HBr solution was then added to Part, (5) compound (8.4 g, 36.3 mmole) at room temperature and the reaction was stirred for 5 hours at room temperature. The reaction was cooled to 0° C. and poured into Et2O (900 ml) in an ice bath. The products were extracted into the Et2O layer. The water layer was further extracted with Et2O (200 ml and 100 ml). The combined ether layers... Run in C(C)O (ethanol). Procedure details: L-tryptophan (5.10 g, 25 mmol), water (300 ml), H2SO4 (0.5M, 50 ml), n-butyraldehyde (10 ml) and ethanol (100 ml) were added in a 250 ml round-bottom flask, and then stirred and reacted at room temperature for 24 h. After filtration, wash with water and drying, white solids (3.75 g, 58%) were obtained. Starting materials: N[C@@H](CC1=CNC2=CC=CC=C12)C(=O)O (L-tryptophan), O (water), OS(=O)(=O)O (H2SO4), C(CCC)=O (n-butyraldehyde). Product: C(CC)C1NC(CC=2C3=CC=CC=C3NC12)C(=O)O (1-propyl-1,2,3,4-tetrahydro-β-carboline-3-carboxylic acid). The yield is 58.0%. As a reaction SMILES: [NH2:1][C@H:2]([C:13]([OH:15])=[O:14])[CH2:3][C:4]1[C:12]2[C:7](=[CH:8][CH:9]=[CH:10][CH:11]=2)[NH:6][CH:5]=1.O.OS(O)(=O)=O.[CH:22](=O)[CH2:23][CH2:24][CH3:25]>C(O)C>[CH2:23]([CH:22]1[C:5]2[NH:6][C:7]3[C:12](=[CH:11][CH:10]=[CH:9][CH:8]=3)[C:4]=2[CH2:3][CH:2]([C:13]([OH:15])=[O:14])[NH:1]1)[CH2:24][CH3:25]. Yields the product COC(=O)c1cc(N)c(N)c(Cl)c1. Reactants: O=C([O-])O, CCO, COC(=O)c1cc(Cl)c(N)c([N+](=O)[O-])c1, [Na+], C1CCOC1, O. RXN SMILES: [C:16](=[O:17])([OH:18])[O-:19].[CH3:21][CH2:22][OH:23].[NH2:1][c:2]1[c:3]([N+:13]([O-:14])=[O:15])[cH:4][c:5]([C:6](=[O:7])[O:8][CH3:9])[cH:10][c:11]1[Cl:12].[Na+:20].[O:25]1[CH2:26][CH2:27][CH2:28][CH2:29]1.[OH2:24]>>[NH2:1][c:2]1[c:3]([NH2:13])[cH:4][c:5]([C:6](=[O:7])[O:8][CH3:9])[cH:10][c:11]1[Cl:12].